The task is: describe an organic reaction: reactants, conditions, products, and yield. This data is from the Open Reaction Database (ORD), a public repository of structured organic reaction records. Reactants: ClC1=C(C=C(C=C1)S(=O)(=O)Cl)[N+](=O)[O-] (4-chloro-3-nitrobenzenesulfonyl chloride), N1C2=C(CCCC1)C=CC=C2 (2,3,4,5-tetrahydro-1H-benzo[b]azepine), O (water), C(C)(C)N(CC)C(C)C (Diisopropylethylamine). The solvent is C(Cl)Cl (DCM), C(Cl)Cl (DCM). Run at time 16 hour. Product: [N+](=O)([O-])C=1C=C(C=CC1Cl)S(=O)(=O)N1C2=C(CCCC1)C=CC=C2 (1-(3-nitro-4-chloro-benzenesulfonyl)-2,3,4,5-tetrahydro-1H-benzo[b]azepine). Isolated yield 90.9%. RXN SMILES: [Cl:1][C:2]1[CH:7]=[CH:6][C:5]([S:8](Cl)(=[O:10])=[O:9])=[CH:4][C:3]=1[N+:12]([O-:14])=[O:13].[NH:15]1[CH2:21][CH2:20][CH2:19][CH2:18][C:17]2[CH:22]=[CH:23][CH:24]=[CH:25][C:16]1=2.C(N(C(C)C)CC)(C)C.O>C(Cl)Cl>[N+:12]([C:3]1[CH:4]=[C:5]([S:8]([N:15]2[CH2:21][CH2:20][CH2:19][CH2:18][C:17]3[CH:22]=[CH:23][CH:24]=[CH:25][C:16]2=3)(=[O:10])=[O:9])[CH:6]=[CH:7][C:2]=1[Cl:1])([O-:14])=[O:13]. Procedure: To 4-chloro-3-nitrobenzenesulfonyl chloride (1.0 g, 3.9 mmol) in dry DCM (10 mL), was added 2,3,4,5-tetrahydro-1H-benzo[b]azepine (0.57 g, 3.9 mmol). Diisopropylethylamine (1.3 mL, 7.8 mmol) was added and the mixture was stirred at ambient temperature for 16 hrs. DCM (20 mL) and 30 mL of water were added. The DCM layer was separated, washed with brine (20 mL×2), dried over MgSO4 and evaporated to give 1-(3-nitro-4-chloro-benzenesulfonyl)-2,3,4,5-tetrahydro-1H-benzo[b]azepine 4-1 as a yellow soli... Reactants: [Li+].[OH-] (LiOH), COC(=O)C1=CC=2[C@@H](CCCC2C=C1)NC(C1=C(C=CC=C1)Cl)=O ((8R)-8-[(2-chloro-benzoyl)amino]-5,6,7,8-tetrahydro-naphthalene-2-carboxylic acid methyl ester), [Li+].[OH-] (LiOH). The solvent is CO (methanol), O (water). Conditions: temperature 25 celsius, time 2.5 hour. Yields the product ClC1=C(C(=O)N[C@@H]2CCCC=3C=CC(=CC23)C(=O)O)C=CC=C1 ((8R)-8-[(2-Chloro-benzoyl)amino]-5,6,7,8-tetrahydro-naphthalene-2-carboxylic acid). Isolated yield 81.4%. RXN SMILES: [Li+].[OH-].C[O:4][C:5]([C:7]1[CH:16]=[CH:15][C:14]2[CH2:13][CH2:12][CH2:11][C@@H:10]([NH:17][C:18](=[O:26])[C:19]3[CH:24]=[CH:23][CH:22]=[CH:21][C:20]=3[Cl:25])[C:9]=2[CH:8]=1)=[O:6]>CO.O>[Cl:25][C:20]1[CH:21]=[CH:22][CH:23]=[CH:24][C:19]=1[C:18]([NH:17][C@H:10]1[C:9]2[CH:8]=[C:7]([C:5]([OH:6])=[O:4])[CH:16]=[CH:15][C:14]=2[CH2:13][CH2:12][CH2:11]1)=[O:26] |f:0.1|. Procedure details: LiOH (4 equiv.) was added to a suspension of (8R)-8-[(2-chloro-benzoyl)amino]-5,6,7,8-tetrahydro-naphthalene-2-carboxylic acid methyl ester (B-06) in methanol and water and the reaction mixture was stirred at 25° C. for 2.5 hours. (According to TLC control: educt still present) The reaction mixture was topped up with 2 equiv. of LiOH and stirred at 25° C. overnight. Methanol was distilled off and the aqueous residue was diluted with ether and dist. water. The phases were separated and the aqueou... The reactants are O=C([O-])O, CCO, [K+], O, C=CC(=O)C1CCC2C3CCC4CC(O)CCC4(C)C3C(=O)CC12C. Product: CCOCCC(=O)C1CCC2C3CCC4CC(O)CCC4(C)C3C(=O)CC12C. RXN SMILES: [C:26](=[O:27])([OH:28])[O-:29].[CH3:32][CH2:33][OH:34].[K+:30].[OH2:31].[OH:1][CH:2]1[CH2:3][CH:4]2[CH2:5][CH2:6][CH:7]3[CH:8]4[CH2:9][CH2:10][CH:11]([C:12]([CH:13]=[CH2:14])=[O:15])[C:16]4([CH3:25])[CH2:17][C:18](=[O:24])[CH:19]3[C:20]2([CH3:23])[CH2:21][CH2:22]1>>[OH:1][CH:2]1[CH2:3][CH:4]2[CH2:5][CH2:6][CH:7]3[CH:8]4[CH2:9][CH2:10][CH:11]([C:12]([CH2:13][CH2:14][O:34][CH2:33][CH3:32])=[O:15])[C:16]4([CH3:25])[CH2:17][C:18](=[O:24])[CH:19]3[C:20]2([CH3:23])[CH2:21][CH2:22]1. Starting materials: [OH-].[Na+] (NaOH), CCC(CC)COC(C1=CC=CC=C1)(C2=CC=CC=C2)C(=O)N(C)CC[NH+](C)C.[Cl-] (X-100), C(CN(CC(=O)O)CC(=O)O)N(CC(=O)O)CC(=O)O (EDTA). Conditions: temperature 80 celsius. Yields the product NCCC1=CC(O)=C(O)C=C1 (dopamine), quinones. RXN SMILES: CCC(CO[C:8]([C:21]([N:23](CC[NH+](C)C)C)=O)(C1C=CC=CC=1)[C:9]1[CH:14]=[CH:13][CH:12]=[CH:11][CH:10]=1)CC.[Cl-].C(N(CC(O)=O)CC(O)=O)CN(CC(O)=O)CC(O)=[O:36].[OH-:51].[Na+]>>[NH2:23][CH2:21][CH2:8][C:9]1[CH:14]=[CH:13][C:12]([OH:36])=[C:11]([OH:51])[CH:10]=1 |f:0.1,3.4|. Reported procedure: In the first method (Experiment 1; FIG. 26), several milliliters of urine were combined with an alkaline detergent solution (1% Triton X-100, 50 mM EDTA, 10 mM NaOH). This mixture was then filtered through a 0.2 micron syringe filter (typically polyethersulfone), which traps the bacteria. A small volume of alkaline rinse solution (50 mM NaOH) was flushed through the filter, to rinse away any artifactually reactive metabolites. Alkaline extraction solution (75 mM NaOH) was back-flushed through th...